Dataset: the Open Reaction Database (ORD), a public repository of structured organic reaction records. Task: describe an organic reaction: reactants, conditions, products, and yield Reactants: FC1=CC=C(C=C1)C=1OC2=C(C1C=1NC=CN1)C=C(C(=C2)[N+](=O)[O-])C=2C=CC(=C(C(=O)OC)C2)OC (methyl 5-(2-(4-fluorophenyl)-3-(1H-imidazol-2-yl)-6-nitrobenzofuran-5-yl)-2-methoxybenzoate), O (water), [OH-].[Na+] (sodium hydroxide). The solvent is C1CCOC1 (THF). Conditions: temperature 50 celsius. Yields the product FC1=CC=C(C=C1)C=1OC2=C(C1C=1NC=CN1)C=C(C(=C2)[N+](=O)[O-])C=2C=CC(=C(C(=O)O)C2)OC (5-(2-(4-fluorophenyl)-3-(1H-imidazol-2-yl)-6-nitrobenzofuran-5-yl)-2-methoxybenzoic acid). RXN SMILES: [F:1][C:2]1[CH:7]=[CH:6][C:5]([C:8]2[O:9][C:10]3[CH:21]=[C:20]([N+:22]([O-:24])=[O:23])[C:19]([C:25]4[CH:26]=[CH:27][C:28]([O:35][CH3:36])=[C:29]([CH:34]=4)[C:30]([O:32]C)=[O:31])=[CH:18][C:11]=3[C:12]=2[C:13]2[NH:14][CH:15]=[CH:16][N:17]=2)=[CH:4][CH:3]=1.O.[OH-].[Na+]>C1COCC1>[F:1][C:2]1[CH:7]=[CH:6][C:5]([C:8]2[O:9][C:10]3[CH:21]=[C:20]([N+:22]([O-:24])=[O:23])[C:19]([C:25]4[CH:26]=[CH:27][C:28]([O:35][CH3:36])=[C:29]([CH:34]=4)[C:30]([OH:32])=[O:31])=[CH:18][C:11]=3[C:12]=2[C:13]2[NH:17][CH:16]=[CH:15][N:14]=2)=[CH:4][CH:3]=1 |f:2.3|. Reported procedure: To a mixture of methyl 5-(2-(4-fluorophenyl)-3-(1H-imidazol-2-yl)-6-nitrobenzofuran-5-yl)-2-methoxybenzoate (370 mg, 0.759 mmol) in a mixture of THF (40 mL)/water (4 mL) at room temperature was added a 2.0 M aqueous sodium hydroxide solution (1.518 mL, 3.04 mmol). The reaction mixture was heated to 50° C. and maintained at the same temperature overnight. The reaction mixture was concentrated to remove the solvent. The residue was diluted with water, acidified by using 1.5 N HCl, filtered and dri...